From a dataset of the Open Reaction Database (ORD), a public repository of structured organic reaction records. describe an organic reaction: reactants, conditions, products, and yield The reactants are CC(C)(C)OC(=O)c1cccc(CBr)c1, CCCCC, CC1=C(C(=O)C2CC2)C(c2ccc(C#N)cc2)NC(=O)N1c1cccc(C(F)(F)F)c1, [H-], [Na+], C1CCOC1. The product is CC1=C(C(=O)C2CC2)C(c2ccc(C#N)cc2)N(Cc2cccc(C(=O)OC(C)(C)C)c2)C(=O)N1c1cccc(C(F)(F)F)c1. Reaction SMILES: [Br:34][CH2:35][c:36]1[cH:37][c:38]([C:39](=[O:40])[O:41][C:42]([CH3:43])([CH3:44])[CH3:45])[cH:46][cH:47][cH:48]1.[CH3:49][CH2:50][CH2:51][CH2:52][CH3:53].[CH:3]1([C:6](=[O:7])[C:8]2=[C:13]([CH3:14])[N:12]([c:15]3[cH:16][c:17]([C:21]([F:22])([F:23])[F:24])[cH:18][cH:19][cH:20]3)[C:11](=[O:25])[NH:10][CH:9]2[c:26]2[cH:27][cH:28][c:29]([C:30]#[N:31])[cH:32][cH:33]2)[CH2:4][CH2:5]1.[H-:1].[Na+:2].[O:54]1[CH2:55][CH2:56][CH2:57][CH2:58]1>>[CH:3]1([C:6](=[O:7])[C:8]2=[C:13]([CH3:14])[N:12]([c:15]3[cH:16][c:17]([C:21]([F:22])([F:23])[F:24])[cH:18][cH:19][cH:20]3)[C:11](=[O:25])[N:10]([CH2:35][c:36]3[cH:37][c:38]([C:39](=[O:40])[O:41][C:42]([CH3:43])([CH3:44])[CH3:45])[cH:46][cH:47][cH:48]3)[CH:9]2[c:26]2[cH:27][cH:28][c:29]([C:30]#[N:31])[cH:32][cH:33]2)[CH2:4][CH2:5]1. Reactants: C(C)OC(=O)C1CC2=CC=C(C=C2CC1)OC ((RS)-6-methoxy-1,2,3,4-tetrahydro-naphthalene-2-carboxylic acid ethyl ester), [H-].[H-].[H-].[H-].[Li+].[Al+3] (LiAlH4). The solvent is C1CCOC1 (THF). Run at time 1 hour. Yields the product COC=1C=C2CCC(CC2=CC1)CO ((RS)-(6-methoxy-1,2,3,4-tetrahydro-naphthalen-2-yl)-methanol). Yield: 86.7%. RXN SMILES: C([O:3][C:4]([CH:6]1[CH2:15][CH2:14][C:13]2[C:8](=[CH:9][CH:10]=[C:11]([O:16][CH3:17])[CH:12]=2)[CH2:7]1)=O)C.[H-].[H-].[H-].[H-].[Li+].[Al+3]>C1COCC1>[CH3:17][O:16][C:11]1[CH:12]=[C:13]2[C:8](=[CH:9][CH:10]=1)[CH2:7][CH:6]([CH2:4][OH:3])[CH2:15][CH2:14]2 |f:1.2.3.4.5.6|. Procedure: (RS)-6-methoxy-1,2,3,4-tetrahydro-naphthalene-2-carboxylic acid ethyl ester (1.39 g, 5.93 mmol) in THF (20 ml) was added dropwise to a suspension of LiAlH4 (473 mg, 12.46 mmol) at 0-10° C. over 15 min. The reaction was stirred for 1 hr at RT, then quenched by the addition of 4N NaOH (15 ml) and water (20 ml). After stirring vigorously for 15 min the mixture was extracted with EtOAc (25 ml), the aqueous phase was further extracted with EtOAc (2×25 ml), the combined organic extracts were washed wi... Starting materials: C(C)(=O)C1(CCC1)C1=CC(=C(C=C1)Cl)Cl (1-acetyl-1-(3,4-dichlorophenyl)cyclobutane), Cl.NO (hydroxylamine hydrochloride), O.O.O.C(C)(=O)[O-].[Na+] (sodium acetate trihydrate). Solvent: industrial methylated spirit, O (water), O (water). Yields the product C(C)(C1(CCC1)C1=CC(=C(C=C1)Cl)Cl)=NO (1-acetyl-1-(3,4-dichlorophenyl)cyclobutane oxime). As a reaction SMILES: [C:1]([C:4]1([C:8]2[CH:13]=[CH:12][C:11]([Cl:14])=[C:10]([Cl:15])[CH:9]=2)[CH2:7][CH2:6][CH2:5]1)(=O)[CH3:2].Cl.[NH2:17][OH:18].O.O.O.C([O-])(=O)C.[Na+]>O>[C:1](=[N:17][OH:18])([C:4]1([C:8]2[CH:13]=[CH:12][C:11]([Cl:14])=[C:10]([Cl:15])[CH:9]=2)[CH2:7][CH2:6][CH2:5]1)[CH3:2] |f:1.2,3.4.5.6.7|. Procedure details: A mixture of 1-acetyl-1-(3,4-dichlorophenyl)cyclobutane (4.86 g) prepared as described in Example 1, hydroxylamine hydrochloride (1.6 g), sodium acetate trihydrate (3.3 g), industrial methylated spirit (15 ml) and water (2 ml) was heated under reflux for twenty hours. The cooled reaction mixture was poured into water and the oil which separated was cooled to give a solid which was recrystallised from industrial methylated spirit to give 1-acetyl-1-(3,4-dichlorophenyl)cyclobutane oxime (m.p. 120°... Starting materials: Sc1ccc2cc(Br)ccc2c1, O=C([O-])[O-], CCOC(C)=O, CC(C)O, [Cu]I, CC(O)c1ccccc1I, [K+], [K+], OCCO. Product: CC(O)c1ccccc1Sc1ccc2cc(Br)ccc2c1. RXN SMILES: [Br:1][c:2]1[cH:3][c:4]2[cH:5][cH:6][c:7]([SH:12])[cH:8][c:9]2[cH:10][cH:11]1.[C:23](=[O:24])([O-:25])[O-:26].[CH3:33][CH2:34][O:35][C:36](=[O:37])[CH3:38].[CH:41]([OH:42])([CH3:43])[CH3:44].[Cu:39][I:40].[I:13][c:14]1[c:15]([CH:20]([CH3:21])[OH:22])[cH:16][cH:17][cH:18][cH:19]1.[K+:27].[K+:28].[OH:29][CH2:30][CH2:31][OH:32]>>[Br:1][c:2]1[cH:3][c:4]2[cH:5][cH:6][c:7]([S:12][c:14]3[c:15]([CH:20]([CH3:21])[OH:22])[cH:16][cH:17][cH:18][cH:19]3)[cH:8][c:9]2[cH:10][cH:11]1. Reactants: C1CCOC1, CCOC(C)=O, CCN(C(C)C)C(C)C, Cl, Nc1nc(-c2ncccc2C(F)(F)F)ccc1C(=O)O, O=C1CCC(=O)N1O. Yields the product Nc1nc(-c2ncccc2C(F)(F)F)ccc1C(=O)ON1C(=O)CCC1=O. RXN SMILES: [CH2:45]1[O:46][CH2:47][CH2:48][CH2:49]1.[CH3:39][CH2:40][O:41][C:42](=[O:43])[CH3:44].[CH:30]([N:31]([CH2:32][CH3:33])[CH:34]([CH3:35])[CH3:36])([CH3:37])[CH3:38].[ClH:1].[NH2:2][c:3]1[c:4]([C:19](=[O:20])[OH:21])[cH:5][cH:6][c:7](-[c:9]2[n:10][cH:11][cH:12][cH:13][c:14]2[C:15]([F:16])([F:17])[F:18])[n:8]1.[OH:22][N:23]1[C:24](=[O:29])[CH2:25][CH2:26][C:27]1=[O:28]>>[NH2:2][c:3]1[c:4]([C:19]([O:20][N:23]2[C:24](=[O:29])[CH2:25][CH2:26][C:27]2=[O:28])=[O:21])[cH:5][cH:6][c:7](-[c:9]2[n:10][cH:11][cH:12][cH:13][c:14]2[C:15]([F:16])([F:17])[F:18])[n:8]1. Starting materials: ice water, ice water, S(O)(O)(=O)=O (sulfuric acid), N(=O)[O-].[Na+] (sodium nitrite), O (water), CS(=O)CC=1C(N)=CC=C(C1)C(F)(F)F (α-methylsulfinyl-4-trifluoromethyl-o-toluidine). Run in C(CC)O (1-propanol). Run at time 8 hour. The product is CS(=O)C1=NNC2=CC=C(C=C12)C(F)(F)F (3-methylsulfinyl-5-trifluoromethyl indazole). As a reaction SMILES: [N:1]([O-])=O.[Na+].O.S(=O)(=O)(O)O.[CH3:11][S:12]([CH2:14][C:15]1[C:16](=[CH:18][CH:19]=[C:20]([C:22]([F:25])([F:24])[F:23])[CH:21]=1)[NH2:17])=[O:13]>C(O)CC>[CH3:11][S:12]([C:14]1[C:15]2[C:16](=[CH:18][CH:19]=[C:20]([C:22]([F:23])([F:24])[F:25])[CH:21]=2)[NH:17][N:1]=1)=[O:13] |f:0.1|. Procedure details: To a cooled (ice/water) solution of 3.7 g. of sodium nitrite predissolved in 20 ml. of water is slowly added 50 ml. of 3N sulfuric acid. To the resulting cooled (ice/water) solution is added dropwise, over a period of 30 minutes, a solution of 12.0 g. of a α-methylsulfinyl-4-trifluoromethyl-o-toluidine predissolved in 200 ml. of 1-propanol, while the temperature is maintained below 10° C. After the reaction mixture is stirred with cooling for an additional 90 minutes, it is allowed to stand over... Reactants: BrC1=CC=C(C=C1)C1=C(C(=NO1)C)NC(N(C)C(C)C)=O (3-[5-(4-bromo-phenyl)-3-methyl-isoxazol-4-yl]-1-isopropyl-1-methyl-urea), C(C)OC(=O)C1(CC1)C1=CC=C(C=C1)B1OC(C(O1)(C)C)(C)C (1-[4-(4,4,5,5-tetramethyl-[1,3,2]dioxaborolan-2-yl)-phenyl]-cyclopropanecarboxylic acid ethyl ester). The product is C(C)OC(=O)C1(CC1)C1=CC=C(C=C1)C1=CC=C(C=C1)C1=C(C(=NO1)C)NC(=O)N(C)C(C)C (1-{4′-[4-(3-Isopropyl-3-methyl-ureido)-3-methyl-isoxazol-5-yl]-biphenyl-4-yl}-cyclopropanecarboxylic acid ethyl ester). RXN SMILES: Br[C:2]1[CH:7]=[CH:6][C:5]([C:8]2[O:12][N:11]=[C:10]([CH3:13])[C:9]=2[NH:14][C:15](=[O:21])[N:16]([CH:18]([CH3:20])[CH3:19])[CH3:17])=[CH:4][CH:3]=1.[CH2:22]([O:24][C:25]([C:27]1([C:30]2[CH:35]=[CH:34][C:33](B3OC(C)(C)C(C)(C)O3)=[CH:32][CH:31]=2)[CH2:29][CH2:28]1)=[O:26])[CH3:23]>>[CH2:22]([O:24][C:25]([C:27]1([C:30]2[CH:35]=[CH:34][C:33]([C:2]3[CH:7]=[CH:6][C:5]([C:8]4[O:12][N:11]=[C:10]([CH3:13])[C:9]=4[NH:14][C:15]([N:16]([CH:18]([CH3:20])[CH3:19])[CH3:17])=[O:21])=[CH:4][CH:3]=3)=[CH:32][CH:31]=2)[CH2:28][CH2:29]1)=[O:26])[CH3:23]. Procedure: Prepared according to the procedure described in Example 3, Step 5, using 3-[5-(4-bromo-phenyl)-3-methyl-isoxazol-4-yl]-1-isopropyl-1-methyl-urea and 1-[4-(4,4,5,5-tetramethyl-[1,3,2]dioxaborolan-2-yl)-phenyl]-cyclopropanecarboxylic acid ethyl ester. Reactants: Cl.NC1=CC(=NS1)C (5-amino-3-methylisothiazole hydrochloride), ClC(=O)OCC (ethyl chloroformate), O (water), C(C)O (ethanol). Run in N1=CC=CC=C1 (pyridine). Conditions: time 40 minute. Product: C(=O)(OCC)NC1=CC(=NS1)C (5-carbethoxyamino-3-methylisothiazole). The yield is 62.5%. As a reaction SMILES: Cl.[NH2:2][C:3]1[S:7][N:6]=[C:5]([CH3:8])[CH:4]=1.Cl[C:10]([O:12][CH2:13][CH3:14])=[O:11].O.C(O)C>N1C=CC=CC=1>[C:10]([NH:2][C:3]1[S:7][N:6]=[C:5]([CH3:8])[CH:4]=1)([O:12][CH2:13][CH3:14])=[O:11] |f:0.1|. Procedure details: To a stirred solution of 6.10 g (40.5 mmole) of 5-amino-3-methylisothiazole hydrochloride in 200 ml of dry pyridine is added slowly 13.8 g (127 mmole) of ethyl chloroformate. After 2 days the reaction mixture is treated with 20 ml each of water and ethanol. After 40 min., the solution is concentrated in vacuo to a gum, which is further dried by several evaporations of aqueous ethanol. The crude product is dissolved in 75 ml of boiling ethanol to which is added water until the solution clouds. Up... Reactants: ClC1=NC2=C(N1)C=CC=C2[N+](=O)[O-] (2-chloro-4-nitro-1H-benzimidazole), N1CCOCC1 (morpholine), C(O)([O-])=O.[Na+] (sodium hydrogencarbonate). Conditions: temperature 50 celsius, time 8 hour. Product: N1(CCOCC1)C1=NC2=C(N1)C=CC=C2[N+](=O)[O-] (2-(morpholin-4-yl)-4-nitro-1H-benzimidazole). As a reaction SMILES: Cl[C:2]1[NH:6][C:5]2[CH:7]=[CH:8][CH:9]=[C:10]([N+:11]([O-:13])=[O:12])[C:4]=2[N:3]=1.[NH:14]1[CH2:19][CH2:18][O:17][CH2:16][CH2:15]1.C(=O)([O-])O.[Na+]>>[N:14]1([C:2]2[NH:6][C:5]3[CH:7]=[CH:8][CH:9]=[C:10]([N+:11]([O-:13])=[O:12])[C:4]=3[N:3]=2)[CH2:19][CH2:18][O:17][CH2:16][CH2:15]1 |f:2.3|. Reported procedure: A mixture of 2-chloro-4-nitro-1H-benzimidazole (300 mg) and morpholine (1 ml) was stirred at 50° C. for 8 hours. The reaction mixture was poured into saturated aqueous sodium hydrogencarbonate solution and extracted with chloroform. The organic layer was washed with brine, and dried over magnesium sulfate. The solvent was evaporated in vacuo. The residue was washed with isopropyl ether and collected by vacuum filtration to give 2-(morpholin-4-yl)-4-nitro-1H-benzimidazole (288 mg). Reactants: O1N=C(C2=C1C=CC=C2)OC2CCC(CC2)=O (4-(benzo[d]isoxazol-3-yloxy)-cyclohexanone), N1CC(C1)NC(=O)CNC(C1=CC(=CC=C1)C(F)(F)F)=O (N-(azetidin-3-ylcarbamoylmethyl)-3-trifluoromethyl-benzamide). Product: O=C1N(OC2=C1C=CC=C2)C2CCC(CC2)N2CC(C2)NC(=O)CNC(C2=CC(=CC=C2)C(F)(F)F)=O (N-({1-[4-(3-Oxo-3H-benzo[d]isoxazol-2-yl)-cyclohexyl]azetidin-3-ylcarbamoyl}-methyl)-3-trifluoromethyl-benzamide). Reaction SMILES: [O:1]1[C:5]2[CH:6]=[CH:7][CH:8]=[CH:9][C:4]=2[C:3]([O:10]C2CCC(=O)CC2)=[N:2]1.[NH:18]1[CH2:21][CH:20]([NH:22][C:23]([CH2:25][NH:26][C:27](=[O:38])[C:28]2[CH:33]=[CH:32][CH:31]=[C:30]([C:34]([F:37])([F:36])[F:35])[CH:29]=2)=[O:24])[CH2:19]1>>[O:10]=[C:3]1[C:4]2[CH:9]=[CH:8][CH:7]=[CH:6][C:5]=2[O:1][N:2]1[CH:4]1[CH2:9][CH2:8][CH:7]([N:18]2[CH2:21][CH:20]([NH:22][C:23]([CH2:25][NH:26][C:27](=[O:38])[C:28]3[CH:33]=[CH:32][CH:31]=[C:30]([C:34]([F:37])([F:35])[F:36])[CH:29]=3)=[O:24])[CH2:19]2)[CH2:6][CH2:5]1. Reported procedure: The title compounds were prepared as white solids from the reductive amination of 4-(benzo[d]isoxazol-3-yloxy)-cyclohexanone (as prepared in the previous step) and N-(azetidin-3-ylcarbamoylmethyl)-3-trifluoromethyl-benzamide (as prepared in Example 2 Step C) using the procedure described in Step D of Example 1.